From a dataset of the Open Reaction Database (ORD), a public repository of structured organic reaction records. describe an organic reaction: reactants, conditions, products, and yield Starting materials: O=C([O-])[O-], CCI, COC(=O)c1c(-c2ccccc2)c2cc(Br)ccc2c(=O)n1Cc1ccc(O)cc1, [K+], [K+], CN(C)C=O. The product is CCOc1ccc(Cn2c(C(=O)OC)c(-c3ccccc3)c3cc(Br)ccc3c2=O)cc1. As a reaction SMILES: [C:31](=[O:32])([O-:33])[O-:34].[CH2:37]([CH3:38])[I:39].[CH3:1][O:2][C:3](=[O:4])[c:5]1[n:6]([CH2:23][c:24]2[cH:25][cH:26][c:27]([OH:30])[cH:28][cH:29]2)[c:7](=[O:22])[c:8]2[cH:9][cH:10][c:11]([Br:21])[cH:12][c:13]2[c:14]1-[c:15]1[cH:16][cH:17][cH:18][cH:19][cH:20]1.[K+:35].[K+:36].[O:40]=[CH:41][N:42]([CH3:43])[CH3:44]>>[CH3:1][O:2][C:3](=[O:4])[c:5]1[n:6]([CH2:23][c:24]2[cH:25][cH:26][c:27]([O:30][CH2:37][CH3:38])[cH:28][cH:29]2)[c:7](=[O:22])[c:8]2[cH:9][cH:10][c:11]([Br:21])[cH:12][c:13]2[c:14]1-[c:15]1[cH:16][cH:17][cH:18][cH:19][cH:20]1. Starting materials: CCOC(=O)CBr, CCOC(CN1C(=O)C(NC(=O)Nc2ccc(C)cc2)c2ccccc21)OCC, CC(C)(C)[O-], CS(C)=O, [Cl-], [K+], [Na+]. Yields the product CCOC(=O)CC1(NC(=O)Nc2ccc(C)cc2)C(=O)N(CC(OCC)OCC)c2ccccc21. Reaction SMILES: [Br:36][CH2:37][C:38](=[O:39])[O:40][CH2:41][CH3:42].[CH2:1]([CH3:2])[O:3][CH:4]([CH2:5][N:6]1[C:7](=[O:26])[CH:8]([NH:15][C:16](=[O:17])[NH:18][c:19]2[cH:20][cH:21][c:22]([CH3:25])[cH:23][cH:24]2)[c:9]2[cH:10][cH:11][cH:12][cH:13][c:14]21)[O:27][CH2:28][CH3:29].[CH3:30][C:31]([CH3:32])([O-:33])[CH3:34].[CH3:45][S:46](=[O:47])[CH3:48].[Cl-:44].[K+:35].[Na+:43]>>[CH2:1]([CH3:2])[O:3][CH:4]([CH2:5][N:6]1[C:7](=[O:26])[C:8]([NH:15][C:16](=[O:17])[NH:18][c:19]2[cH:20][cH:21][c:22]([CH3:25])[cH:23][cH:24]2)([CH2:37][C:38](=[O:39])[O:40][CH2:41][CH3:42])[c:9]2[cH:10][cH:11][cH:12][cH:13][c:14]21)[O:27][CH2:28][CH3:29]. Reactants: D5, D4, C(=O)C=1C=CC(=C(C#N)C1)OC=1C=NC=CC1 (5-formyl-2-(pyridine-3-yloxy)benzonitrile), N1=CC(=CC=C1)O (pyridine-3-ol), FC1=C(C#N)C=C(C=C1)C=O (2-fluoro-5-formylbenzonitrile). Product: OCC=1C=CC(=C(C#N)C1)OC=1C=NC=CC1 (5-(hydroxymethyl)-2-(3-pyridinyloxy)benzonitrile). RXN SMILES: [CH:1]([C:3]1[CH:4]=[CH:5][C:6]([O:11][C:12]2[CH:13]=[N:14][CH:15]=[CH:16][CH:17]=2)=[C:7]([CH:10]=1)[C:8]#[N:9])=[O:2].N1C=CC=C(O)C=1.FC1C=CC(C=O)=CC=1C#N>>[OH:2][CH2:1][C:3]1[CH:4]=[CH:5][C:6]([O:11][C:12]2[CH:13]=[N:14][CH:15]=[CH:16][CH:17]=2)=[C:7]([CH:10]=1)[C:8]#[N:9]. Reported procedure: The title compound was prepared by a procedure similar to that described for D5 starting from 5-formyl-2-(pyridine-3-yloxy)benzonitrile, which was prepared by reaction of pyridine-3-ol and 2-fluoro-5-formylbenzonitrile by the similar procedure to that described for D4. The reactants are CN(C)c1ccncc1, COC(=O)Cl, ClCCl, CC1(c2cc(F)ccc2O)CCCCC1. Product: COC(=O)Oc1ccc(F)cc1C1(C)CCCCC1. As a reaction SMILES: [CH3:21][N:22]([c:23]1[cH:24][cH:25][n:26][cH:27][cH:28]1)[CH3:29].[Cl:16][C:17](=[O:18])[O:19][CH3:20].[Cl:30][CH2:31][Cl:32].[F:1][c:2]1[cH:3][c:4]([C:9]2([CH3:15])[CH2:10][CH2:11][CH2:12][CH2:13][CH2:14]2)[c:5]([OH:8])[cH:6][cH:7]1>>[F:1][c:2]1[cH:3][c:4]([C:9]2([CH3:15])[CH2:10][CH2:11][CH2:12][CH2:13][CH2:14]2)[c:5]([O:8][C:17](=[O:18])[O:19][CH3:20])[cH:6][cH:7]1. Reactants: solid, BrC=1C=CC=2N(C1)C(=CN2)C2=CC=C(C=C2)OC (6-bromo-3-(4-methoxy-phenyl)-imidazo[1,2-a]pyridine), BrC=1C=CC=2N(C1)C(=CN2)C2=CC=C(C=C2)OC (6-bromo-3-(4-methoxy-phenyl)-imidazo[1,2-a]pyridine), ClC1=CC=C(C=C1)N1N=CC=C1B1OC(C(O1)(C)C)(C)C (1-(4-chloro-phenyl)-5-(4,4,5,5-tetramethyl-[1,3,2]dioxaborolan-2-yl)-1H-pyrazole), ClC1=CC=C(C=C1)N1N=CC=C1B1OC(C(O1)(C)C)(C)C (1-(4-chloro-phenyl)-5-(4,4,5,5-tetramethyl-[1,3,2]dioxaborolan-2-yl)-1H-pyrazole). Yields the product ClC1=CC=C(C=C1)N1N=CC=C1C=1C=CC=2N(C1)C(=CN2)C2=CC=C(C=C2)OC (6-[2-(4-Chloro-phenyl)-2H-pyrazol-3-yl]-3-(4-methoxy-phenyl)-imidazo [1,2-a]pyridine). RXN SMILES: Br[C:2]1[CH:3]=[CH:4][C:5]2[N:6]([C:8]([C:11]3[CH:16]=[CH:15][C:14]([O:17][CH3:18])=[CH:13][CH:12]=3)=[CH:9][N:10]=2)[CH:7]=1.[Cl:19][C:20]1[CH:25]=[CH:24][C:23]([N:26]2[C:30](B3OC(C)(C)C(C)(C)O3)=[CH:29][CH:28]=[N:27]2)=[CH:22][CH:21]=1>>[Cl:19][C:20]1[CH:21]=[CH:22][C:23]([N:26]2[C:30]([C:2]3[CH:3]=[CH:4][C:5]4[N:6]([C:8]([C:11]5[CH:16]=[CH:15][C:14]([O:17][CH3:18])=[CH:13][CH:12]=5)=[CH:9][N:10]=4)[CH:7]=3)=[CH:29][CH:28]=[N:27]2)=[CH:24][CH:25]=1. Reported procedure: The title compound, white solid (41 mg, 31%), MS (ISP) m/z=401.6 [(M+H)+], mp 142° C., was prepared in accordance with the general method of example 1 from 6-bromo-3-(4-methoxy-phenyl)-imidazo[1,2-a]pyridine (intermediate L) (0.1 g, 0.33 mmol) and 1-(4-chloro-phenyl)-5-(4,4,5,5-tetramethyl-[1,3,2]dioxaborolan-2-yl)-1H-pyrazole (intermediate B) (0.12 g, 0.39 mmol). Starting materials: CC(=O)CC(C)C, COc1cc(C(=O)CCCCl)cc(OC)c1OC, [I-], [K+], COC1CNCCC1OC(=O)c1cc(Cl)c(N)c2c1OCC2, [Na+], [Na+], O=C([O-])[O-]. RXN SMILES: [CH3:49][CH:50]([CH3:51])[CH2:52][C:53](=[O:54])[CH3:55].[Cl:23][CH2:24][CH2:25][CH2:26][C:27](=[O:28])[c:29]1[cH:30][c:31]([O:39][CH3:40])[c:32]([O:37][CH3:38])[c:33]([O:35][CH3:36])[cH:34]1.[I-:48].[K+:47].[NH2:1][c:2]1[c:3]([Cl:22])[cH:4][c:5]([C:11](=[O:12])[O:13][CH:14]2[CH:15]([O:20][CH3:21])[CH2:16][NH:17][CH2:18][CH2:19]2)[c:6]2[c:7]1[CH2:8][CH2:9][O:10]2.[Na+:41].[Na+:42].[O-:43][C:44](=[O:45])[O-:46]>>[NH2:1][c:2]1[c:3]([Cl:22])[cH:4][c:5]([C:11](=[O:12])[O:13][CH:14]2[CH:15]([O:20][CH3:21])[CH2:16][N:17]([CH2:24][CH2:25][CH2:26][C:27](=[O:28])[c:29]3[cH:30][c:31]([O:39][CH3:40])[c:32]([O:37][CH3:38])[c:33]([O:35][CH3:36])[cH:34]3)[CH2:18][CH2:19]2)[c:6]2[c:7]1[CH2:8][CH2:9][O:10]2. The product is COc1cc(C(=O)CCCN2CCC(OC(=O)c3cc(Cl)c(N)c4c3OCC4)C(OC)C2)cc(OC)c1OC. The reactants are C1CCOC1, CO, COC(=O)c1ccc2nc(C(C)(C)C(F)(F)F)ccc2c1, [Na+], [OH-]. Product: CC(C)(c1ccc2cc(C(=O)O)ccc2n1)C(F)(F)F. RXN SMILES: [CH2:26]1[O:27][CH2:28][CH2:29][CH2:30]1.[CH3:1][OH:2].[F:3][C:4]([C:5]([CH3:6])([CH3:7])[c:8]1[n:9][c:10]2[cH:11][cH:12][c:13]([C:18](=[O:19])[O:20][CH3:21])[cH:14][c:15]2[cH:16][cH:17]1)([F:22])[F:23].[Na+:25].[OH-:24]>>[F:3][C:4]([C:5]([CH3:6])([CH3:7])[c:8]1[n:9][c:10]2[cH:11][cH:12][c:13]([C:18](=[O:19])[OH:20])[cH:14][c:15]2[cH:16][cH:17]1)([F:22])[F:23]. RXN SMILES: [CH3:1][C@@H:2]1[O:7][CH2:6][CH2:5][NH:4][C@H:3]1[C:8]([O:10]CC)=O.[Cl:13][C:14]1[N:19]=[C:18](Cl)[C:17]([NH2:21])=[CH:16][N:15]=1.CCN(C(C)C)C(C)C.[OH-].[Na+].CC(OC(OC(OC(C)(C)C)=O)=O)(C)C.Cl>C(OCC)(=O)C.CN(C=O)C>[Cl:13][C:14]1[N:19]=[CH:18][C:17]2[NH:21][C:8](=[O:10])[C@H:3]3[C@H:2]([CH3:1])[O:7][CH2:6][CH2:5][N:4]3[C:16]=2[N:15]=1 |f:3.4|. Run at temperature 80 celsius, time 16 hour. Yields the product ClC1=NC=2N3[C@@H](C(NC2C=N1)=O)[C@@H](OCC3)C ((6aR,7S)-2-chloro-7-methyl-6a,7,9,10-tetrahydro-[1,4]oxazino[3,4-h]pteridin-6(5H)-one). Isolated yield 22.7%. Reactants: C[C@H]1[C@@H](NCCO1)C(=O)OCC ((2S,3R)-ethyl 2-methylmorpholine-3-carboxylate), ClC1=NC=C(C(=N1)Cl)N (2,4-dichloropyrimidin-5-amine), [OH-].[Na+] (NaOH), CC(C)(C)OC(=O)OC(=O)OC(C)(C)C (Boc2O), CCN(C(C)C)C(C)C (DIEA), Cl (HCl). Procedure details: A scintillation vial equipped with a magnetic stirrer was added (2S,3R)-ethyl 2-methylmorpholine-3-carboxylate (383 mg, 2.211 mmol), DMF (3 ml), 2,4-dichloropyrimidin-5-amine (363 mg, 2.211 mmol), followed by DIEA (0.386 ml, 2.211 mmol). The reaction was stirred at 80° C. for 16 hours. NaOH (2 mL, 2.5N) was added and continued heating at 110° C. for 2 hours. After cooling to room temperature Boc2O (2 eq.) was added and stirred for 16 hours. The reaction was acidified with HCl (6N) to pH of about... Solvent: CN(C)C=O (DMF), C(C)(=O)OCC (ethyl acetate). Reactants: BrC=1SC=CC1Cl (2-bromo-3-chlorothiophene), C(C)C(CC)C1=CC(=NC=2N1N=C(C2I)C)C (7-(1-ethyl-propyl)-3-iodo-2,5-dimethyl-pyrazolo[1,5-a]pyrimidine), dichloro[1,1′-bis(diphenyl-phosphino)ferrocene]palladium (II) dichloromethane. The reagents and catalysts are [Zn] (zinc), [Zn] (zinc). The solvent is C1CCOC1 (THF). Run at temperature 85 celsius. The product is ClC1=C(SC=C1)C=1C(=NN2C1N=C(C=C2C(CC)CC)C)C (3-(3-Chloro-thiophene-2-yl)-7-(1-ethyl-propyl)-2,5-dimethyl-pyrazolo[1,5-a]pyrimidine). Yield: 80.9%. As a reaction SMILES: Br[C:2]1[S:3][CH:4]=[CH:5][C:6]=1[Cl:7].[CH2:8]([CH:10]([C:13]1[N:18]2[N:19]=[C:20]([CH3:23])[C:21](I)=[C:17]2[N:16]=[C:15]([CH3:24])[CH:14]=1)[CH2:11][CH3:12])[CH3:9]>C1COCC1.[Zn]>[Cl:7][C:6]1[CH:5]=[CH:4][S:3][C:2]=1[C:21]1[C:20]([CH3:23])=[N:19][N:18]2[C:13]([CH:10]([CH2:8][CH3:9])[CH2:11][CH3:12])=[CH:14][C:15]([CH3:24])=[N:16][C:17]=12. Procedure details: Suspend Reike® zinc (5 g/100 mL THF, 20 mL, 15.0 mmol) in anhydrous THF (10 mL) and add 2-bromo-3-chlorothiophene (1.98 g, 10.0 mmol). Reflux the mixture under an inert atmosphere in an oil bath (85° C.) for 3 h. Cool the reaction to room temperature and centrifuge the remaining zinc metal. Canulate off the reagent solution into a new vessel under positive argon pressure and add 7-(1-ethyl-propyl)-3-iodo-2,5-dimethyl-pyrazolo[1,5-a]pyrimidine (1.72 g, 5.0 mmol). Degas the solution by positive ar...